This data is from the Open Reaction Database (ORD), a public repository of structured organic reaction records. The task is: describe an organic reaction: reactants, conditions, products, and yield Starting materials: COCCN (2-Methoxyethylamine), BrCC=1N(C=2N(C(C1C(=O)OCC)C1=CC=C(C=C1)C#N)N=NN2)C2=CC(=CC=C2)C(F)(F)F (Ethyl 5-(bromomethyl)-7-(4-cyanophenyl)-4-[3-(trifluoromethyl)phenyl]-4,7-dihydrotetrazolo-[1,5-a]pyrimidine-6-carboxylate), COCCN (2-methoxyethylamine). Solvent: CC(=O)C (acetone). Conditions: time 8 hour. Product: COCCN1CC=2N(C=3N(C(C2C1=O)C1=CC=C(C#N)C=C1)N=NN3)C3=CC(=CC=C3)C(F)(F)F (4-(6-(2-Methoxyethyl)-7-oxo-4-[3-(trifluoromethyl)phenyl]-5,6,7,8-tetrahydro-4H-pyrrolo[3,4-d]-tetrazolo[1,5-a]pyrimidin-8-yl)benzonitrile). Reaction SMILES: Br[CH2:2][C:3]1[N:4]([C:25]2[CH:30]=[CH:29][CH:28]=[C:27]([C:31]([F:34])([F:33])[F:32])[CH:26]=2)[C:5]2[N:6]([N:22]=[N:23][N:24]=2)[CH:7]([C:14]2[CH:19]=[CH:18][C:17]([C:20]#[N:21])=[CH:16][CH:15]=2)[C:8]=1[C:9](OCC)=[O:10].[CH3:35][O:36][CH2:37][CH2:38][NH2:39]>CC(C)=O>[CH3:35][O:36][CH2:37][CH2:38][N:39]1[C:9](=[O:10])[C:8]2[CH:7]([C:14]3[CH:19]=[CH:18][C:17]([C:20]#[N:21])=[CH:16][CH:15]=3)[N:6]3[N:22]=[N:23][N:24]=[C:5]3[N:4]([C:25]3[CH:30]=[CH:29][CH:28]=[C:27]([C:31]([F:33])([F:34])[F:32])[CH:26]=3)[C:3]=2[CH2:2]1. Reported procedure: Ethyl 5-(bromomethyl)-7-(4-cyanophenyl)-4-[3-(trifluoromethyl)phenyl]-4,7-dihydrotetrazolo-[1,5-a]pyrimidine-6-carboxylate (35.3 mg, 66.1 μmol) was initially charged in acetone (1.0 ml). 2-Methoxyethylamine (12.4 mg, 4 μl, 165 μmol, 2.5 eq.) was added dropwise, and the mixture was then stirred at RT overnight. After addition of more 2-methoxyethylamine (9.9 mg, 132 μmol, 2 eq.), the mixture was stirred at RT for a further 5 h. The reaction mixture was then concentrated under reduced pressure and...